describe an organic reaction: reactants, conditions, products, and yield From a dataset of the Open Reaction Database (ORD), a public repository of structured organic reaction records. The reactants are C(=O)(OC)C1=CC=C(C=O)C=C1 (p-carbomethoxybenzaldehyde), CC1=C(N)C=CC=C1Cl (2-methyl-3-chloroaniline). The solvent is C(C)O (ethanol). Run at time 15 minute. The product is C(=O)(OC)C1=CC=C(C=NC2=C(C(=CC=C2)Cl)C)C=C1 (N-(p-carbomethoxybenzylidene)-2-methyl-3-chloroaniline). RXN SMILES: [C:1]([C:5]1[CH:12]=[CH:11][C:8]([CH:9]=O)=[CH:7][CH:6]=1)([O:3][CH3:4])=[O:2].[CH3:13][C:14]1[C:20]([Cl:21])=[CH:19][CH:18]=[CH:17][C:15]=1[NH2:16]>C(O)C>[C:1]([C:5]1[CH:12]=[CH:11][C:8]([CH:9]=[N:16][C:15]2[CH:17]=[CH:18][CH:19]=[C:20]([Cl:21])[C:14]=2[CH3:13])=[CH:7][CH:6]=1)([O:3][CH3:4])=[O:2]. Procedure details: p-carbomethoxybenzaldehyde (0.20 moles) was treated with 2-methyl-3-chloroaniline (0.20 moles) with vigorous stirring in a 1 liter Erlenmeyer flask. After 15 mins., 33 cc of 95% ethanol was added and the reaction mixture was stirred vigorously for an additional 45 mins. The reaction mixture was left standing at room temperature for 10 min., then it was placed in an ice bath for 0.5 hours. The crystals which formed were collected, washed with 95% ethanol, and air dried. Recrystallization from 95%...